This data is from the Open Reaction Database (ORD), a public repository of structured organic reaction records. The task is: describe an organic reaction: reactants, conditions, products, and yield Starting materials: COC=1C=C(C=CC1OC)C(C#N)SC1=CC=C(C=C1)C (3,4-dimethoxy-α-[(4-methylphenyl)thio]benzeneacetonitrile), [H-].[Na+] (sodium hydride), ice water, BrCCCCCCl (1-bromo-5-chloropentane). Run in CN(C=O)C (N,N-dimethylformamide). Run at time 1.5 hour. Product: ClCCCCCC(C#N)(C1=CC(=C(C=C1)OC)OC)SC1=CC=C(C=C1)C (α-(5-Chloropentyl)-3,4-dimethoxy-α-[(4-methylphenyl)thio]benzeneacetonitrile). The yield is 90.0%. As a reaction SMILES: [CH3:1][O:2][C:3]1[CH:4]=[C:5]([CH:11]([S:14][C:15]2[CH:20]=[CH:19][C:18]([CH3:21])=[CH:17][CH:16]=2)[C:12]#[N:13])[CH:6]=[CH:7][C:8]=1[O:9][CH3:10].[H-].[Na+].Br[CH2:25][CH2:26][CH2:27][CH2:28][CH2:29][Cl:30]>CN(C)C=O>[Cl:30][CH2:29][CH2:28][CH2:27][CH2:26][CH2:25][C:11]([S:14][C:15]1[CH:16]=[CH:17][C:18]([CH3:21])=[CH:19][CH:20]=1)([C:5]1[CH:6]=[CH:7][C:8]([O:9][CH3:10])=[C:3]([O:2][CH3:1])[CH:4]=1)[C:12]#[N:13] |f:1.2|. Procedure: To a stirred solution of 5.00 g of 3,4-dimethoxy-α-[(4-methylphenyl)thio]benzeneacetonitrile in 50 mL of N,N-dimethylformamide, under an argon atmosphere, is added 0.73 g of 60% sodium hydride in oil. After 1.5 hours, 4.65 g of 1-bromo-5-chloropentane is added to the resulting solution and stirring continued for 3 hours. The reaction is poured into ice water, and twice extracted with diethyl ether. The combined organic extracts are dried (magnesium sulfate), and concentrated in vacuo to give a g... Reactants: O1CCC(CC1)=O (tetrahydro-4H-pyran-4-one), solution, [Br-].[Mg+2].C=C.[Br-] (ethylene magnesium bromide). The solvent is CO (methanol), O1CCCC1 (tetrahydrofuran), O1CCCC1 (tetrahydrofuran). Conditions: temperature 25 celsius, time 4 hour. Product: C(#C)C1(CCOCC1)O (4-ethynyl-tetrahydro-pyran-4-ol). Isolated yield 95.2%. Reaction SMILES: [O:1]1[CH2:6][CH2:5][C:4](=[O:7])[CH2:3][CH2:2]1.[Br-].[Mg+2].[CH2:10]=[CH2:11].[Br-]>O1CCCC1.CO>[C:10]([C:4]1([OH:7])[CH2:5][CH2:6][O:1][CH2:2][CH2:3]1)#[CH:11] |f:1.2.3.4|. Procedure details: A solution of tetrahydro-4H-pyran-4-one (1.25 g, 12.5 mmol) in tetrahydrofuran (10 mL) was cooled to 0° C. and then treated with a 0.5M solution of ethylene magnesium bromide in tetrahydrofuran (40 mL, 20 mmol). The mixture was stirred at 0° C. for 2 h and at 25° C. for 4 h. The resulting mixture was cooled to 0° C. and then diluted with methanol (10 ml). The solvents were concentrated in vacuo, and the residue was extracted with a saturated aqueous ammonium chloride solution and ethyl acetate. ... The product is CC(=O)c2ccc(c1ccc(F)cc1)cc2. Conditions: temperature 110 celsius, time 24 hour. Reagents/catalysts: dppf. Starting materials: COc2nc(OC)nc(Oc1ccc(C(C)=O)cc1)n2 (substrate), OB(O)c1ccc(F)cc1 (effective_coupling_partner). The reactants are N1C=NC=C1 (imidazole), CNCCNC (N,N′-dimethylethylenediamine), P(=O)([O-])([O-])[O-].[K+].[K+].[K+] (potassium phosphate), [Br-] (bromide), BrC1=CC=C(C=C1)C[C@H](CC(=O)N1C[C@@H](CCC1)C1=NC2=C(N1CCCOC)C=CC=C2)NC(OC(C)(C)C)=O (tert-butyl (R)-1-(4-bromophenyl)-4-((R)-3-(1-(3-methoxypropyl)-1H-benzo[d]imidazol-2-yl)piperidin-1-yl)-4-oxobutan-2-ylcarbamate). Reagents/catalysts: [Cu]I (CuI). The solvent is O1CCOCC1 (dioxane). Run at temperature 110 celsius. The product is N1(C=NC=C1)C1=CC=C(C=C1)C[C@H](CC(=O)N1C[C@@H](CCC1)C1=NC2=C(N1CCCOC)C=CC=C2)N ((R)-4-(4-(1H-imidazol-1-yl)phenyl)-3-amino-1-((R)-3-(1-(3-methoxypropyl)-1H-benzo[d]imidazol-2-yl)piperidin-1-yl)butan-1-one). Reaction SMILES: [Br-].Br[C:3]1[CH:8]=[CH:7][C:6]([CH2:9][C@@H:10]([NH:34]C(=O)OC(C)(C)C)[CH2:11][C:12]([N:14]2[CH2:19][CH2:18][CH2:17][C@@H:16]([C:20]3[N:24]([CH2:25][CH2:26][CH2:27][O:28][CH3:29])[C:23]4[CH:30]=[CH:31][CH:32]=[CH:33][C:22]=4[N:21]=3)[CH2:15]2)=[O:13])=[CH:5][CH:4]=1.[NH:42]1[CH:46]=[CH:45][N:44]=[CH:43]1.CNCCNC.P([O-])([O-])([O-])=O.[K+].[K+].[K+]>O1CCOCC1.[Cu]I>[N:42]1([C:3]2[CH:4]=[CH:5][C:6]([CH2:9][C@@H:10]([NH2:34])[CH2:11][C:12]([N:14]3[CH2:19][CH2:18][CH2:17][C@@H:16]([C:20]4[N:24]([CH2:25][CH2:26][CH2:27][O:28][CH3:29])[C:23]5[CH:30]=[CH:31][CH:32]=[CH:33][C:22]=5[N:21]=4)[CH2:15]3)=[O:13])=[CH:7][CH:8]=2)[CH:46]=[CH:45][N:44]=[CH:43]1 |f:4.5.6.7|. Reported procedure: A suspension of bromide, tert-butyl (R)-1-(4-bromophenyl)-4-((R)-3-(1-(3-methoxypropyl)-1H-benzo[d]imidazol-2-yl)piperidin-1-yl)-4-oxobutan-2-ylcarbamate (prepared from the procedure of Example 6, Step A) (45 mg, 0.088 mmol), imidazole (11 mg, 2 eq), CuI (3.3 mg, 20% mol), N,N′-dimethylethylenediamine (3.1 mg, 40% mol), potassium phosphate (K3PO4) (37.4 mg, 2 eq) in 2 mL dioxane was heated at 110° C. for 27 hrs. The mixture was filtered; the filtrate was washed with EtOAc and concentrated to giv... Starting materials: CC(C)OC(=O)N1CCC(COc2ccc(Br)nc2)CC1, O=C([O-])[O-], COCCOC, CSc1ccc(B(O)O)c(F)c1, [Na+], [Na+], O, Cl[Pd]Cl, c1ccc(P(c2ccccc2)c2ccccc2)cc1, c1ccc(P(c2ccccc2)c2ccccc2)cc1. Yields the product CSc1ccc(-c2ccc(OCC3CCN(C(=O)OC(C)C)CC3)cn2)c(F)c1. Reaction SMILES: [Br:13][c:14]1[cH:15][cH:16][c:17]([O:20][CH2:21][CH:22]2[CH2:23][CH2:24][N:25]([C:28](=[O:29])[O:30][CH:31]([CH3:32])[CH3:33])[CH2:26][CH2:27]2)[cH:18][n:19]1.[C:34](=[O:35])([O-:36])[O-:37].[CH3:82][O:83][CH2:84][CH2:85][O:86][CH3:87].[F:1][c:2]1[c:3]([B:10]([OH:11])[OH:12])[cH:4][cH:5][c:6]([S:8][CH3:9])[cH:7]1.[Na+:38].[Na+:39].[OH2:40].[Pd:41]([Cl:42])[Cl:43].[c:44]1([P:45]([c:46]2[cH:47][cH:48][cH:49][cH:50][cH:51]2)[c:52]2[cH:53][cH:54][cH:55][cH:56][cH:57]2)[cH:58][cH:59][cH:60][cH:61][cH:62]1.[c:63]1([P:64]([c:65]2[cH:66][cH:67][cH:68][cH:69][cH:70]2)[c:71]2[cH:72][cH:73][cH:74][cH:75][cH:76]2)[cH:77][cH:78][cH:79][cH:80][cH:81]1>>[F:1][c:2]1[c:3](-[c:14]2[cH:15][cH:16][c:17]([O:20][CH2:21][CH:22]3[CH2:23][CH2:24][N:25]([C:28](=[O:29])[O:30][CH:31]([CH3:32])[CH3:33])[CH2:26][CH2:27]3)[cH:18][n:19]2)[cH:4][cH:5][c:6]([S:8][CH3:9])[cH:7]1. Starting materials: C(=O)(O)[O-].[Na+] (NaHCO3), ClC1=C(C=CC(=C1)Cl)C=1N2C(OC1C)=C(C(=N2)C)O (3-(2,4-dichloro-phenyl)-2,6-dimethyl-pyrazolo[5,1-b]oxazol-7-ol), C([O-])([O-])=O.[Cs+].[Cs+] (cesium carbonate), BrC(C(=O)OCC)CCC (ethyl 2-bromovalerate). Solvent: CN(C)C=O (DMF). The product is C(C)OC(C(CCC)OC=1C(=NN2C1OC(=C2C2=C(C=C(C=C2)Cl)Cl)C)C)=O (2-[3-(2,4-Dichloro-phenyl)-2,6-dimethyl-pyrazolo[5,1-b]oxazol-7-yloxy]-pentanoic acid ethyl ester). RXN SMILES: [Cl:1][C:2]1[CH:7]=[C:6]([Cl:8])[CH:5]=[CH:4][C:3]=1[C:9]1[N:10]2[N:17]=[C:16]([CH3:18])[C:15]([OH:19])=[C:11]2[O:12][C:13]=1[CH3:14].C(=O)([O-])[O-].[Cs+].[Cs+].Br[CH:27]([CH2:33][CH2:34][CH3:35])[C:28]([O:30][CH2:31][CH3:32])=[O:29].C([O-])(O)=O.[Na+]>CN(C=O)C>[CH2:31]([O:30][C:28](=[O:29])[CH:27]([O:19][C:15]1[C:16]([CH3:18])=[N:17][N:10]2[C:9]([C:3]3[CH:4]=[CH:5][C:6]([Cl:8])=[CH:7][C:2]=3[Cl:1])=[C:13]([CH3:14])[O:12][C:11]=12)[CH2:33][CH2:34][CH3:35])[CH3:32] |f:1.2.3,5.6|. Reported procedure: A solution of 3-(2,4-dichloro-phenyl)-2,6-dimethyl-pyrazolo[5,1-b]oxazol-7-ol (Intermediate IC) (100 mg, 0.337 mmol), cesium carbonate (132 mg, 0.404 mmol) and ethyl 2-bromovalerate (0.069 ml, 0.404 mmol) in DMF (3.365 ml) is stirred at 45° C. for 2 hours. The reaction mixture is poured into sat NaHCO3 (50 ml) and the product is extracted with EtOAc (2×50 ml) (brine is used to aid the phase separation). The combined organic extracts are washed with brine, dried over MgSO4 and concentrated in vac... Starting materials: Cc1cc(C#N)cc2nc(-c3ccc(C#CCOC4CCCCO4)cc3)oc12, c1ccccc1. The product is Cc1cc(C#N)cc2nc(-c3ccc(CCCOC4CCCCO4)cc3)oc12. As a reaction SMILES: [CH3:1][c:2]1[cH:3][c:4]([C:27]#[N:28])[cH:5][c:6]2[n:7][c:8](-[c:11]3[cH:12][cH:13][c:14]([C:17]#[C:18][CH2:19][O:20][CH:21]4[O:22][CH2:23][CH2:24][CH2:25][CH2:26]4)[cH:15][cH:16]3)[o:9][c:10]12.[cH:29]1[cH:30][cH:31][cH:32][cH:33][cH:34]1>>[CH3:1][c:2]1[cH:3][c:4]([C:27]#[N:28])[cH:5][c:6]2[n:7][c:8](-[c:11]3[cH:12][cH:13][c:14]([CH2:17][CH2:18][CH2:19][O:20][CH:21]4[O:22][CH2:23][CH2:24][CH2:25][CH2:26]4)[cH:15][cH:16]3)[o:9][c:10]12. Starting materials: O1CCN(CC1)C1=C(C=CC=C1)NC(=S)NC (1-(2-morpholinophenyl)-3-methylthiourea), CI (methyliodide). The solvent is CC(=O)C (acetone). Product: I.CSC(NC1=C(C=CC=C1)N1CCOCC1)=NC (2-methyl-1-(2-morpholinophenyl)-3-methyl-2-thiopseudourea hydroiodide). As a reaction SMILES: [O:1]1[CH2:6][CH2:5][N:4]([C:7]2[CH:12]=[CH:11][CH:10]=[CH:9][C:8]=2[NH:13][C:14]([NH:16][CH3:17])=[S:15])[CH2:3][CH2:2]1.[CH3:18][I:19]>CC(C)=O>[IH:19].[CH3:18][S:15][C:14](=[N:16][CH3:17])[NH:13][C:8]1[CH:9]=[CH:10][CH:11]=[CH:12][C:7]=1[N:4]1[CH2:5][CH2:6][O:1][CH2:2][CH2:3]1 |f:3.4|. Procedure details: A mixture of 1-(2-morpholinophenyl)-3-methylthiourea (5 g) and methyliodide (2.8 g) in acetone (30 ml) was heated at reflux for 4 hours to yield 2-methyl-1-(2-morpholinophenyl)-3-methyl-2-thiopseudourea hydroiodide (m.p. 163°-164° C.) which was recrystallised from a 1:3 mixture of methanol and ether. Reactants: O=C([O-])[O-], COc1ccccc1NS(=O)(=O)c1ccc(Br)cc1, CC(=O)[O-], COc1ccnc(CCc2nc3cc(I)cnc3[nH]2)c1, [Cl-], [K+], [K+], [K+], [Li+], C1COCCO1, O, [Pd], c1ccc(P(c2ccccc2)c2ccccc2)cc1, c1ccc(P(c2ccccc2)c2ccccc2)cc1, c1ccc(P(c2ccccc2)c2ccccc2)cc1, c1ccc(P(c2ccccc2)c2ccccc2)cc1. Product: COc1ccnc(CCc2nc3cc(-c4ccc(S(=O)(=O)Nc5ccccc5OC)cc4)cnc3[nH]2)c1. As a reaction SMILES: [C:45](=[O:46])([O-:47])[O-:48].[CH3:1][O:2][c:3]1[c:4]([NH:9][S:10](=[O:11])(=[O:12])[c:13]2[cH:14][cH:15][c:16]([Br:19])[cH:17][cH:18]2)[cH:5][cH:6][cH:7][cH:8]1.[CH3:21][C:22](=[O:23])[O-:24].[CH3:25][O:26][c:27]1[cH:28][c:29]([CH2:33][CH2:34][c:35]2[n:36][c:37]3[c:38]([n:39][cH:40][c:41]([I:43])[cH:42]3)[nH:44]2)[n:30][cH:31][cH:32]1.[Cl-:52].[K+:20].[K+:49].[K+:50].[Li+:51].[O:53]1[CH2:54][CH2:55][O:56][CH2:57][CH2:58]1.[OH2:59].[Pd:60].[c:118]1([P:119]([c:120]2[cH:121][cH:122][cH:123][cH:124][cH:125]2)[c:126]2[cH:127][cH:128][cH:129][cH:130][cH:131]2)[cH:132][cH:133][cH:134][cH:135][cH:136]1.[c:61]1([P:62]([c:63]2[cH:64][cH:65][cH:66][cH:67][cH:68]2)[c:69]2[cH:70][cH:71][cH:72][cH:73][cH:74]2)[cH:75][cH:76][cH:77][cH:78][cH:79]1.[c:80]1([P:81]([c:82]2[cH:83][cH:84][cH:85][cH:86][cH:87]2)[c:88]2[cH:89][cH:90][cH:91][cH:92][cH:93]2)[cH:94][cH:95][cH:96][cH:97][cH:98]1.[c:99]1([P:100]([c:101]2[cH:102][cH:103][cH:104][cH:105][cH:106]2)[c:107]2[cH:108][cH:109][cH:110][cH:111][cH:112]2)[cH:113][cH:114][cH:115][cH:116][cH:117]1>>[CH3:1][O:2][c:3]1[c:4]([NH:9][S:10](=[O:11])(=[O:12])[c:13]2[cH:14][cH:15][c:16](-[c:41]3[cH:40][n:39][c:38]4[c:37]([n:36][c:35]([CH2:34][CH2:33][c:29]5[cH:28][c:27]([O:26][CH3:25])[cH:32][cH:31][n:30]5)[nH:44]4)[cH:42]3)[cH:17][cH:18]2)[cH:5][cH:6][cH:7][cH:8]1. Starting materials: C([O-])([O-])=O.[K+].[K+] (potassium carbonate), CC1(OB(OC1(C)C)C1=CC=C(C=C1)N1N=CN=N1)C (2-[4-(4,4,5,5-tetramethyl-1,3,2-dioxaborolan-2-yl)phenyl]-2H-tetrazole), FC=1C(=CC(N(C1)CC[C@](C(=O)NOC1OCCCC1)(S(=O)(=O)C)C)=O)I ((2R)-4-(5-fluoro-4-iodo-2-oxopyridin-1(2H)-yl)-2-methyl-2-(methylsulfonyl)-N-(tetrahydro-2H-pyran-2-yloxy)butanamide). Reagents/catalysts: [Pd] (Pd). Run in O1CCOCC1.O (1,4-dioxane water). Conditions: temperature 80 celsius, time 8 hour. The product is FC=1C(=CC(N(C1)CC[C@](C(=O)NOC1OCCCC1)(S(=O)(=O)C)C)=O)C1=CC=C(C=C1)N1N=CN=N1 ((2R)-4-{5-Fluoro-2-oxo-4-[4-(2H-tetrazol-2-yl)phenyl]pyridin-1(2H)-yl}-2-methyl-2-(methylsulfonyl)-N-(tetrahydro-2H-pyran-2-yloxy)butanamide). Yield: 98.5%. RXN SMILES: C(=O)([O-])[O-].[K+].[K+].CC1(C)C(C)(C)OB([C:15]2[CH:20]=[CH:19][C:18]([N:21]3[N:25]=[N:24][CH:23]=[N:22]3)=[CH:17][CH:16]=2)O1.[F:27][C:28]1[C:29](I)=[CH:30][C:31](=[O:52])[N:32]([CH2:34][CH2:35][C@@:36]([CH3:51])([S:47]([CH3:50])(=[O:49])=[O:48])[C:37]([NH:39][O:40][CH:41]2[CH2:46][CH2:45][CH2:44][CH2:43][O:42]2)=[O:38])[CH:33]=1>O1CCOCC1.O.[Pd]>[F:27][C:28]1[C:29]([C:15]2[CH:16]=[CH:17][C:18]([N:21]3[N:25]=[N:24][CH:23]=[N:22]3)=[CH:19][CH:20]=2)=[CH:30][C:31](=[O:52])[N:32]([CH2:34][CH2:35][C@@:36]([CH3:51])([S:47]([CH3:50])(=[O:48])=[O:49])[C:37]([NH:39][O:40][CH:41]2[CH2:46][CH2:45][CH2:44][CH2:43][O:42]2)=[O:38])[CH:33]=1 |f:0.1.2,5.6|. Procedure: Pd EnCat™ (317 mg, 0.10 mmol) was added to a mixture of potassium carbonate (393 mg, 2.84 mmol), 2-[4-(4,4,5,5-tetramethyl-1,3,2-dioxaborolan-2-yl)phenyl]-2H-tetrazole (258.4 mg, 0.95 mmol), and (2R)-4-(5-fluoro-4-iodo-2-oxopyridin-1(2H)-yl)-2-methyl-2-(methylsulfonyl)-N-(tetrahydro-2H-pyran-2-yloxy)butanamide (490 mg, 0.95 mmol), T3, in 1,4-dioxane:water (4:1, 10 mL). The reaction was heated to 80° C. and stirred at this temperature overnight. The reaction was filtered through celite, and the f...